Dataset: the Open Reaction Database (ORD), a public repository of structured organic reaction records. Task: describe an organic reaction: reactants, conditions, products, and yield Reactants: solid, C1(CC1)COC1=NC=CC=C1C1=NC2=C(N1CC1=CC=C(C=C1)CCC(=O)O)C=C(C(=C2)F)F (3-{4-[2-(2-Cyclopropylmethoxy-pyridin-3-yl)-5,6-difluoro-benzoimidazol-1-ylmethyl]-phenyl}-propionic acid), ClC1=CC(=C(C=C1)C1=NC2=C(N1CC1CCCCC1)C=C(C(=C2)F)F)OCC2=C(C=CC=C2)Cl (2-[4-Chloro-2-(2-chloro-benzyloxy)-phenyl]-1-cyclohexylmethyl-5,6-difluoro-1H-benzoimidazole), ClC1=CC(=C(C=C1)C1=NC2=C(N1CC1CCCCC1)C=C(C(=C2)F)F)OCC2=C(C=CC=C2)Cl (2-[4-Chloro-2-(2-chloro-benzyloxy)-phenyl]-1-cyclohexylmethyl-5,6-difluoro-1H-benzoimidazole), COC(CCC1=CC=C(C=C1)CBr)=O (3-(4-bromomethyl-phenyl)-propionic acid methyl ester). The product is COC(CCC1=CC=C(C=C1)CN1C(=NC2=C1C=C(C(=C2)F)F)C2=C(C=C(C=C2)Cl)OC)=O (3-{4-[2-(4-Chloro-2-methoxy-phenyl)-5,6-difluoro-benzoimidazol-1-ylmethyl]-phenyl}-propionic acid methyl ester). Reaction SMILES: C1(COC2C(C3N(CC4C=CC(CCC(O)=O)=CC=4)C4C=C(F)C(F)=CC=4N=3)=CC=CN=2)CC1.[Cl:35][C:36]1[CH:41]=[CH:40][C:39]([C:42]2[N:46]([CH2:47][CH:48]3[CH2:53][CH2:52][CH2:51][CH2:50][CH2:49]3)[C:45]3[CH:54]=[C:55]([F:59])[C:56]([F:58])=[CH:57][C:44]=3[N:43]=2)=[C:38]([O:60][CH2:61]C2C=CC=CC=2Cl)[CH:37]=1.[CH3:69][O:70][C:71](=[O:82])[CH2:72][CH2:73]C1C=CC(CBr)=CC=1>>[CH3:69][O:70][C:71](=[O:82])[CH2:72][CH2:73][C:51]1[CH:52]=[CH:53][C:48]([CH2:47][N:46]2[C:45]3[CH:54]=[C:55]([F:59])[C:56]([F:58])=[CH:57][C:44]=3[N:43]=[C:42]2[C:39]2[CH:40]=[CH:41][C:36]([Cl:35])=[CH:37][C:38]=2[O:60][CH3:61])=[CH:49][CH:50]=1. Procedure: The title compound was prepared in analogy to Example 19, intermediate b, from 2-(4-chloro-2-methoxy-phenyl)-5,6-difluoro-1H-benzoimidazole (Example 19, intermediate c) and 3-(4-bromomethyl-phenyl)-propionic acid methyl ester (CAS Reg. No. 56607-18-2). Brown sticky solid (75%). MS (Turbo Spray): m/z=471.0 (M+H).